This data is from the Open Reaction Database (ORD), a public repository of structured organic reaction records. The task is: describe an organic reaction: reactants, conditions, products, and yield The reactants are C1(=CC=CC=C1)C=1N=CC(NC1)=O (5-Phenyl-2-(1H)-pyrazinone), [N+](=O)(O)[O-] (nitric acid), S(O)(O)(=O)=O (sulphuric acid). The solvent is ice water. Conditions: time 30 minute. Product: [N+](=O)([O-])C1=CC=C(C=C1)C=1N=CC(NC1)=O (5-(4-nitrophenyl)-2(1H)-pyrazinone). As a reaction SMILES: [C:1]1([C:7]2[N:8]=[CH:9][C:10](=[O:13])[NH:11][CH:12]=2)[CH:6]=[CH:5][CH:4]=[CH:3][CH:2]=1.[N+:14]([O-])([OH:16])=[O:15].S(=O)(=O)(O)O>>[N+:14]([C:4]1[CH:3]=[CH:2][C:1]([C:7]2[N:8]=[CH:9][C:10](=[O:13])[NH:11][CH:12]=2)=[CH:6][CH:5]=1)([O-:16])=[O:15]. Reported procedure: 5-Phenyl-2-(1H)-pyrazinone (5 g) was added in portions during 30 minutes to a stirred mixture of fuming nitric acid (30 ml) and sulphuric acid (5 ml) at -5° C. The mixture was stirred in the cold for 30 minutes, and the temperature of the mixture was then allowed to rise to 10° C. The mixture was then poured into ice-water (250 ml) to give 5-(4-nitrophenyl)-2(1H)-pyrazinone recrystallised from dimethylformamide, m.p. 336°-8° C., δ(DMSO-d6) 8.15 and 8.30 (2d, 3- and 6-protons of pyrazinone ring),... Starting materials: BrB(Br)Br, ClCCl, COCc1onc(-c2ccc(F)cc2)c1-c1cn(-c2ccc(C(C)=O)cc2)cn1. The product is CC(=O)c1ccc(-n2cnc(-c3c(-c4ccc(F)cc4)noc3CO)c2)cc1. As a reaction SMILES: [B:30]([Br:31])([Br:32])[Br:33].[Cl:34][CH2:35][Cl:36].[F:1][c:2]1[cH:3][cH:4][c:5](-[c:8]2[n:9][o:10][c:11]([CH2:27][O:28][CH3:29])[c:12]2-[c:13]2[n:14][cH:15][n:16](-[c:18]3[cH:19][cH:20][c:21]([C:24]([CH3:25])=[O:26])[cH:22][cH:23]3)[cH:17]2)[cH:6][cH:7]1>>[F:1][c:2]1[cH:3][cH:4][c:5](-[c:8]2[n:9][o:10][c:11]([CH2:27][OH:28])[c:12]2-[c:13]2[n:14][cH:15][n:16](-[c:18]3[cH:19][cH:20][c:21]([C:24]([CH3:25])=[O:26])[cH:22][cH:23]3)[cH:17]2)[cH:6][cH:7]1. Starting materials: C(=O)(N1C=NC=C1)N1C=NC=C1 (1,1'-carbonyldiimidazole), C=1C=C(C(N2C=CC=CC12)=O)C(=O)O (4H-quinolizin-4-one-3-carboxylic acid), N (ammonia). The solvent is CN(C=O)C (N,N-dimethylformamide). Run at temperature 100 celsius, time 30 minute. The product is C=1C=C(C(N2C=CC=CC12)=O)C(=O)N (4H-quinolizin-4-one-3-carboxamide). The yield is 85.9%. Reaction SMILES: [CH:1]1[CH:2]=[C:3]([C:12]([OH:14])=O)[C:4](=[O:11])[N:5]2[C:10]=1[CH:9]=[CH:8][CH:7]=[CH:6]2.C(N1C=CN=C1)([N:17]1C=CN=C1)=O.N>CN(C)C=O>[CH:1]1[CH:2]=[C:3]([C:12]([NH2:17])=[O:14])[C:4](=[O:11])[N:5]2[C:10]=1[CH:9]=[CH:8][CH:7]=[CH:6]2. Procedure: To a suspension of 4H-quinolizin-4-one-3-carboxylic acid (2.27 g) in dry N,N-dimethylformamide (22.7 ml) was added 1,1'-carbonyldiimidazole (2.92 g). The resulting suspension was heated to 100° C. and kept for 30 minutes. After cooling to room temperature the resulting solution was treated with dry ammonia and stirred for 20 minutes. The crystals separated was collected by filtration and washed with water to give 4H-quinolizin-4-one-3-carboxamide (1.94 g). mp. 230°-232° C. Reactants: C(C1=CC=CC=C1)OC(=O)N1CCC(CC1)C(NC1=NC=NC(=C1)C1=C(C=CC=C1)OCC1CC1)=O (4-[6-(2-cyclopropylmethoxy-phenyl)-pyrimidin-4-ylcarbamoyl]-piperidine-1-carboxylic acid benzyl ester). The reagents and catalysts are [Pd] (Pd/C). The solvent is CO (methanol). Run at time 18 hour. Yields the product C1(CC1)COC1=C(C=CC=C1)C1=CC(=NC=N1)NC(=O)C1CCNCC1 (piperidine-4-carboxylic acid [6-(2-cyclopropylmethoxy-phenyl)-pyrimidin-4-yl]-amide). The yield is 37.2%. RXN SMILES: C(OC([N:11]1[CH2:16][CH2:15][CH:14]([C:17](=[O:36])[NH:18][C:19]2[CH:24]=[C:23]([C:25]3[CH:30]=[CH:29][CH:28]=[CH:27][C:26]=3[O:31][CH2:32][CH:33]3[CH2:35][CH2:34]3)[N:22]=[CH:21][N:20]=2)[CH2:13][CH2:12]1)=O)C1C=CC=CC=1>CO.[Pd]>[CH:33]1([CH2:32][O:31][C:26]2[CH:27]=[CH:28][CH:29]=[CH:30][C:25]=2[C:23]2[N:22]=[CH:21][N:20]=[C:19]([NH:18][C:17]([CH:14]3[CH2:13][CH2:12][NH:11][CH2:16][CH2:15]3)=[O:36])[CH:24]=2)[CH2:34][CH2:35]1. Reported procedure: 4-[6-(2-Cyclopropylmethoxy-phenyl)-pyrimidin-4-ylcarbamoyl]-piperidine-1-carboxylic acid benzyl ester (XV) (0.41 g, 0.84 mmol) was dissolved in methanol (20 ml) and 10% Pd/C (0.2 g) was added under an atmosphere of nitrogen. The reaction was stirred at room temperature under hydrogen balloon pressure for 18 hours. The catalyst was removed from the reaction mixture by filtration through a celite bed and the filtrate was evaporated to dryness. Then the crude product was triturated with dry diethyl... The reactants are [H-].[Na+] (sodium hydride), C(=O)(OC(C)(C)C)NNC(=O)OCC1=CC=CC=C1 (1-Boc-2-Cbz-hydrazine), 1,4-dibromobutane neat. Run in CN(C)C=O (DMF), CN(C)C=O (DMF). Conditions: time 1 hour. The product is C(=O)(OC(C)(C)C)N1N(CCCC1)C(=O)OCC1=CC=CC=C1 (1-Boc-2-Cbz-hexahydropyridazine). As a reaction SMILES: [H-].[Na+].[C:3]([NH:10][NH:11][C:12]([O:14][CH2:15][C:16]1[CH:21]=[CH:20][CH:19]=[CH:18][CH:17]=1)=[O:13])([O:5][C:6]([CH3:9])([CH3:8])[CH3:7])=[O:4]>CN(C=O)C>[C:3]([N:10]1[CH2:18][CH2:17][CH2:16][CH2:15][N:11]1[C:12]([O:14][CH2:15][C:16]1[CH:21]=[CH:20][CH:19]=[CH:18][CH:17]=1)=[O:13])([O:5][C:6]([CH3:9])([CH3:8])[CH3:7])=[O:4] |f:0.1|. Procedure details: 1.5 g (37.5 mmol) of 60% sodium hydride in oil was suspended in 50 mL of DMF to which was added 5.0 g (18.7 mmol) of 1-Boc-2-Cbz-hydrazine dissolved in 20 mL of dry DMF slowly over 30 minutes. The reaction mixture was stirred for 1 hour until H2 evolution had ceased. To this mixture was added 2.24 mL (18.77 mmol) of 1,4-dibromobutane neat. The reaction mixture was stirred at room temperature over 3 days. The mixture was concentrated in vacuo and the residue was suspended in 150 mL of EtOAc. The ... Reactants: CC(C)([O-])C.[K+] (potassium tert-butoxide), C(C)(=O)OCC1C2=CC=CC=C2C=2C=CC=CC12 (9-acetoxymethylfluorene), Cl (HCl). Run in CCOCC (Et2O), petroleum ether. Run at temperature 5 celsius, time 6 hour. Yields the product C=C1C2=CC=CC=C2C3=CC=CC=C13 (dibenzofulvene). Isolated yield 94.0%. Reaction SMILES: C(O[CH2:5][CH:6]1[C:18]2[CH:17]=[CH:16][CH:15]=[CH:14][C:13]=2[C:12]2[C:7]1=[CH:8][CH:9]=[CH:10][CH:11]=2)(=O)C.CC(C)([O-])C.[K+].Cl>CCOCC>[CH2:5]=[C:6]1[C:7]2[C:12](=[CH:11][CH:10]=[CH:9][CH:8]=2)[C:13]2[C:18]1=[CH:17][CH:16]=[CH:15][CH:14]=2 |f:1.2|. Reported procedure: A 1000 mL flask was charged with 9-acetoxymethylfluorene (30.0 g, 126 mmol) and anhydrous petroleum ether (bp 35-60° C., 400 mL, Aldrich) and it was cooled to 5° C. Solid potassium tert-butoxide (16.0 g, 142 mmol, Aldrich) was added in one portion. After stirring for 6 hours, the mixture was poured into dilute HCl (200 mL, 0.1 N). Et2O was added (100 mL); the layers were separated and the product extracted into Et2O (2×100 mL). Combined organic portions were dried over anhydrous MgSO4 and the so... The reactants are 1-chloro-N,N-2-trimethylpropenylamine, CN(C)C=O (DMF), C(=O)([O-])[O-].[K+].[K+] (K2CO3), CN1C=CC=2C1=NC=C(C2)C(=O)O (1-methyl-1H-pyrrolo[2,3-b]pyridine-5-carboxylic acid), acid chloride, FC1=NC(=CC=C1N)F (2,6-difluoro-pyridin-3-ylamine). The solvent is C(Cl)Cl (CH2Cl2), N1=CC=CC=C1 (pyridine). Run at temperature 150 celsius. Yields the product FC1=CC=C2C(=N1)OC(=N2)C=2C=C1C(=NC2)N(C=C1)C (5-fluoro-2-(1-methyl-1H-pyrrolo[2,3-b]pyridin-5-yl)-oxazolo[5,4-b]pyridine). Yield: 12.9%. As a reaction SMILES: [CH3:1][N:2]1[C:6]2=[N:7][CH:8]=[C:9]([C:11]([OH:13])=O)[CH:10]=[C:5]2[CH:4]=[CH:3]1.F[C:15]1[C:20]([NH2:21])=[CH:19][CH:18]=[C:17]([F:22])[N:16]=1.CN(C=O)C.C([O-])([O-])=O.[K+].[K+]>C(Cl)Cl.N1C=CC=CC=1>[F:22][C:17]1[N:16]=[C:15]2[O:13][C:11]([C:9]3[CH:10]=[C:5]4[CH:4]=[CH:3][N:2]([CH3:1])[C:6]4=[N:7][CH:8]=3)=[N:21][C:20]2=[CH:19][CH:18]=1 |f:3.4.5|. Procedure details: To a suspension of 1-methyl-1H-pyrrolo[2,3-b]pyridine-5-carboxylic acid (68 mg, 0.38 mmol) in CH2Cl2 (2 mL) was added 1-chloro-N,N-2-trimethylpropenylamine (50 μL, 0.38 mmol). Following formation of the resulting acid chloride, the reaction mixture was concentrated affording a residue that was dissolved in pyridine (2 mL) before 2,6-difluoro-pyridin-3-ylamine (50 mg, 0.38 mmol) was added in one portion. After an additional 30 minutes the reaction mixture was concentrated to dryness affording a r...